This data is from the Open Reaction Database (ORD), a public repository of structured organic reaction records. The task is: describe an organic reaction: reactants, conditions, products, and yield The reactants are ClC1=NC(=CN=C1)Cl (2,6-dichloropyrazine), C(C)(C)S(=O)(=O)C1=CC=C(C=C1)B(O)O ((4-isopropylsulfonylphenyl)boronic acid), C(=O)([O-])[O-].[Na+].[Na+] (Na2CO3). The reagents and catalysts are C=1C=CC(=CC1)[P](C=2C=CC=CC2)(C=3C=CC=CC3)[Pd]([P](C=4C=CC=CC4)(C=5C=CC=CC5)C=6C=CC=CC6)([P](C=7C=CC=CC7)(C=8C=CC=CC8)C=9C=CC=CC9)[P](C=1C=CC=CC1)(C=1C=CC=CC1)C=1C=CC=CC1 (Pd(PPh3)4). Run in C(C)O (ethanol), C1(=CC=CC=C1)C (toluene), O (water), C(Cl)Cl (DCM). Product: ClC1=NC(=CN=C1)C1=CC=C(C=C1)S(=O)(=O)C(C)C (2-chloro-6-(4-(isopropylsulfonyl)phenyl)pyrazine). Isolated yield 49.3%. RXN SMILES: Cl[C:2]1[CH:7]=[N:6][CH:5]=[C:4]([Cl:8])[N:3]=1.[CH:9]([S:12]([C:15]1[CH:20]=[CH:19][C:18](B(O)O)=[CH:17][CH:16]=1)(=[O:14])=[O:13])([CH3:11])[CH3:10].C([O-])([O-])=O.[Na+].[Na+]>C(O)C.C1(C)C=CC=CC=1.O.C(Cl)Cl.C1C=CC([P]([Pd]([P](C2C=CC=CC=2)(C2C=CC=CC=2)C2C=CC=CC=2)([P](C2C=CC=CC=2)(C2C=CC=CC=2)C2C=CC=CC=2)[P](C2C=CC=CC=2)(C2C=CC=CC=2)C2C=CC=CC=2)(C2C=CC=CC=2)C2C=CC=CC=2)=CC=1>[Cl:8][C:4]1[CH:5]=[N:6][CH:7]=[C:2]([C:18]2[CH:17]=[CH:16][C:15]([S:12]([CH:9]([CH3:11])[CH3:10])(=[O:14])=[O:13])=[CH:20][CH:19]=2)[N:3]=1 |f:2.3.4,^1:47,49,68,87|. Procedure details: A mixture of 2,6-dichloropyrazine (653.1 mg, 4.384 mmol), (4-isopropylsulfonylphenyl)boronic acid (500 mg, 2.192 mmol), Pd(PPh3)4 (126.6 mg, 0.1096 mmol) and Na2CO3 (2.192 mL of 2 M, 4.384 mmol) in ethanol (500.0 μL) and toluene (7.500 mL) was heated at reflux for 72 hours. The reaction mixture was cooled to ambient temperature and diluted with water and DCM. The layers were separated and the aqueous layer was extracted with DCM (×3). The combined organic extracts were dried (MgSO4), filtered an... Starting materials: C(C1=CC=CC=C1)OC1=CC=C(CN(CC)C2=CC=C(C#N)C=C2)C=C1 (4-[N-(4-benzyloxybenzyl)-N-ethylamino]benzonitrile), [H][H] (hydrogen). Solvent: C(C)(=O)OCC (ethyl acetate). Yields the product C(C)N(CC1=CC=C(C=C1)O)C1=CC=C(C#N)C=C1 (4-[N-ethyl-N-(4-hydroxybenzyl)amino]benzonitrile). Yield: 35.5%. As a reaction SMILES: C([O:8][C:9]1[CH:26]=[CH:25][C:12]([CH2:13][N:14]([C:17]2[CH:24]=[CH:23][C:20]([C:21]#[N:22])=[CH:19][CH:18]=2)[CH2:15][CH3:16])=[CH:11][CH:10]=1)C1C=CC=CC=1.[H][H]>C(OCC)(=O)C>[CH2:15]([N:14]([C:17]1[CH:18]=[CH:19][C:20]([C:21]#[N:22])=[CH:23][CH:24]=1)[CH2:13][C:12]1[CH:11]=[CH:10][C:9]([OH:8])=[CH:26][CH:25]=1)[CH3:16]. Procedure details: The procedure of Preparation Example 9 was repeated, except that 111 mg of 4-[N-(4-benzyloxybenzyl)-N-ethylamino]benzonitrile was used in place of 4-[N-(4-benzyloxybenzyl)-N-methylsulfonylamino]phenyl methanesulfonate, and 3 ml of ethyl acetate was used in place of dioxane. The resulting mixture was stirred for 4 hours under an atmospheric pressure of hydrogen. The reaction mixture was filtered to remove any insoluble matter, and the solvent was distilled off from the filtrate. The resulting cru... Starting materials: C[Si](C=1C=C(C(=O)NC2=CC=C(C=CC(=O)OCC)C=C2)C=C(C1)[Si](C)(C)C)(C)C (Ethyl 4-[[3,5-bis(trimethylsilyl)benzoyl]amino]cinnamate), COC=1C=CC(=CC1)P2(=S)SP(=S)(S2)C=3C=CC(=CC3)OC (Lawesson's reagent). Solvent: C1(=CC=CC=C1)C (toluene). Yields the product C[Si](C=1C=C(C=C(C1)[Si](C)(C)C)C(=S)NC1=CC=C(C=CC(=O)OCC)C=C1)(C)C (Ethyl 4-[[3,5-bis(trimethylsilyl)benzenecarbothioyl]amino]cinnamate). Yield: 149.8%. Reaction SMILES: [CH3:1][Si:2]([CH3:30])([CH3:29])[C:3]1[CH:4]=[C:5]([CH:22]=[C:23]([Si:25]([CH3:28])([CH3:27])[CH3:26])[CH:24]=1)[C:6]([NH:8][C:9]1[CH:21]=[CH:20][C:12]([CH:13]=[CH:14][C:15]([O:17][CH2:18][CH3:19])=[O:16])=[CH:11][CH:10]=1)=O.COC1C=CC(P2(SP(C3C=CC(OC)=CC=3)(=S)S2)=[S:40])=CC=1>C1(C)C=CC=CC=1>[CH3:1][Si:2]([CH3:30])([CH3:29])[C:3]1[CH:4]=[C:5]([C:6]([NH:8][C:9]2[CH:21]=[CH:20][C:12]([CH:13]=[CH:14][C:15]([O:17][CH2:18][CH3:19])=[O:16])=[CH:11][CH:10]=2)=[S:40])[CH:22]=[C:23]([Si:25]([CH3:28])([CH3:27])[CH3:26])[CH:24]=1. Reported procedure: Compound 17a (293 mg) was dissolved in toluene (8.34 ml), and Lawesson's reagent (189 mg) was added thereto in a nitrogen atmosphere. The obtained mixture was stirred while refluxing under heating for 2 hours. The solvent was distilled off, and the residue was purified by neutral silica gel column chromatography (10% ethyl acetate/n-hexane) to obtain Compound 17b (319 mg, 76%) as a yellow foam material. Procedure: 4.0 g 1-Bromo-4-fluoro-2-vinyl-benzene and 1.87 g copper (I) cyanide were dissolved in 16 ml dimethylformamide and heated under microwave irradiation at 200° C. for 25 minutes. The cooled reaction mixture was poured into 200 ml 1 M HCl and extracted five times with portions of 60 ml ethyl acetate. The combined organic layers were washed with 100 ml 1 N HCl, dried over MgSO4, then the solvent was removed in vacuo and the resulting residue purified on silica gel with the eluent heptane=>n-heptane:... RXN SMILES: Br[C:2]1[CH:7]=[CH:6][C:5]([F:8])=[CH:4][C:3]=1[CH:9]=[CH2:10].[Cu][C:12]#[N:13].Cl>CN(C)C=O>[F:8][C:5]1[CH:6]=[CH:7][C:2]([C:12]#[N:13])=[C:3]([CH:9]=[CH2:10])[CH:4]=1. Conditions: temperature 200 celsius. Run in CN(C=O)C (dimethylformamide). Starting materials: BrC1=C(C=C(C=C1)F)C=C (1-Bromo-4-fluoro-2-vinyl-benzene), [Cu]C#N (copper (I) cyanide), Cl (HCl). Isolated yield 60.5%. Yields the product FC1=CC(=C(C#N)C=C1)C=C (4-Fluoro-2-vinyl-benzonitrile).